From a dataset of the Open Reaction Database (ORD), a public repository of structured organic reaction records. describe an organic reaction: reactants, conditions, products, and yield Starting materials: 2L, BrCCl (bromochloromethane), [I-].[Na+] (sodium iodide), BrC=1C=C(C=C(C1)CCO)O (5-bromo-2,3-dihydroxyethylbenzene), C([O-])([O-])=O.[Cs+].[Cs+] (cesium carbonate). Reaction conditions: temperature 74 celsius, time 90 minute. Yields the product BrC=1C=C(C2=C(OCO2)C1)CC (6-bromo-4-ethyl-benzo[1,3]dioxole). RXN SMILES: [Br:1][C:2]1[CH:3]=[C:4]([OH:11])[CH:5]=[C:6]([CH2:8][CH2:9]O)[CH:7]=1.[C:12](=O)([O-])[O-:13].[Cs+].[Cs+].BrCCl.[I-].[Na+]>>[Br:1][C:2]1[CH:7]=[C:6]([CH2:8][CH3:9])[C:5]2[O:13][CH2:12][O:11][C:4]=2[CH:3]=1 |f:1.2.3,5.6|. Procedure details: A 2L, 3 neck round bottom flask was equipped with an overhead stirrer, heating mantle, condenser, and nitrogen inlet. The flask was flushed with nitrogen and charged with acetonitrile (700 mL), followed by 5-bromo-2,3-dihydroxyethylbenzene (54.5 g, assumed to be 0.25 mol), then anhydrous cesium carbonate (121 g, 0.37 mol) and bromochloromethane (57 g, 0.44 mol). The mixture was stirred and heated to reflux (˜74° C.). At that point, sodium iodide (5 g, 0.03 mol) was added, and the mixture was boi... The reactants are ice water, FCC1(OC2=C(C(=C1)C#N)C=C(C=C2)[N+](=O)[O-])CF (2,2-bisfluoromethyl-6-nitro-2H-1-benzopyran-4-carbonitrile), C(C)(=O)O (acetic acid), S(O)(O)(=O)=O (sulfuric acid). Run in O (water). Product: FCC1(OC2=C(C(=C1)C(=O)O)C=C(C=C2)[N+](=O)[O-])CF (2,2-bisfluoromethyl-6-nitro-2H-1-benzopyran-4-carboxylic acid). RXN SMILES: [F:1][CH2:2][C:3]1([CH2:18][F:19])[CH:8]=C(C#N)[C:6]2[CH:11]=[C:12]([N+:15]([O-:17])=[O:16])[CH:13]=[CH:14][C:5]=2[O:4]1.[C:20]([OH:23])(=[O:22])[CH3:21].S(=O)(=O)(O)O>O>[F:1][CH2:2][C:3]1([CH2:18][F:19])[CH:8]=[C:21]([C:20]([OH:23])=[O:22])[C:14]2[CH:13]=[C:12]([N+:15]([O-:17])=[O:16])[CH:11]=[CH:6][C:5]=2[O:4]1. Reported procedure: A mixture of 0.93 g of 2,2-bisfluoromethyl-6-nitro-2H-1-benzopyran-4-carbonitrile, 20 ml of acetic acid, 10 ml of water and 10 ml of sulfuric acid was heated while refluxing for 4.5 hours. The reaction mixture was poured into ice-water, and the precipitated crystals were separated by filtration to obtain 0.83 g of 2,2-bisfluoromethyl-6-nitro-2H-1-benzopyran-4-carboxylic acid having a melting point of 171°-172° C. Product: C1(C=CC2=CC=CC=C12)CC(=O)C1[C@H](NCS1)C(=O)N1CCCC1 (1-[3-(2-indenylacetyl)-L-thioprolyl]pyrrolidine). RXN SMILES: [CH:1]1([CH2:10][C:11]([CH:13]2[S:17][CH2:16][NH:15][C@@H:14]2[C:18]([OH:20])=O)=[O:12])[C:9]2[C:4](=[CH:5][CH:6]=[CH:7][CH:8]=2)[CH:3]=[CH:2]1.[NH:21]1[CH2:25][CH2:24][CH2:23][CH2:22]1.C1(CC(C2SCN[C@@H]2C(O)=O)=O)C2C(=CC=CC=2)CC1.S1CCNC1>>[CH:1]1([CH2:10][C:11]([CH:13]2[S:17][CH2:16][NH:15][C@@H:14]2[C:18]([N:21]2[CH2:25][CH2:24][CH2:23][CH2:22]2)=[O:20])=[O:12])[C:9]2[C:4](=[CH:5][CH:6]=[CH:7][CH:8]=2)[CH:3]=[CH:2]1. Reported procedure: Colorless crystals of 1-[3-(2-indenylacetyl)-L-thioprolyl]pyrrolidine were prepared in the same manner as in Example 1, except that 3-(2-indenylacetyl)-L-thioproline prepared in Reference Example 19 and pyrrolidine were used instead of 3-(2-indanylacetyl)-L-thioproline and thiazolidine, respectively (yield: 44%). Yield: 44.0%. The reactants are C1(C=CC2=CC=CC=C12)CC(=O)C1[C@H](NCS1)C(=O)O (3-(2-indenylacetyl)-L-thioproline), S1CNCC1 (thiazolidine), N1CCCC1 (pyrrolidine), C1(CCC2=CC=CC=C12)CC(=O)C1[C@H](NCS1)C(=O)O (3-(2-indanylacetyl)-L-thioproline). Reactants: CC(=O)NN, CCO, O, S=C1CN=C(c2ccccc2)c2ccsc2N1. Yields the product CC(=O)NNC1=Nc2sccc2C(c2ccccc2)=NC1. As a reaction SMILES: [C:18]([CH3:19])(=[O:20])[NH:21][NH2:22].[CH3:24][CH2:25][OH:26].[OH2:23].[c:1]1([C:7]2=[N:13][CH2:12][C:11](=[S:14])[NH:10][c:9]3[c:8]2[cH:17][cH:16][s:15]3)[cH:2][cH:3][cH:4][cH:5][cH:6]1>>[c:1]1([C:7]2=[N:13][CH2:12][C:11]([NH:22][NH:21][C:18]([CH3:19])=[O:20])=[N:10][c:9]3[c:8]2[cH:17][cH:16][s:15]3)[cH:2][cH:3][cH:4][cH:5][cH:6]1. The reactants are CC(=O)[O-], [Cl-], Cc1n(N)cc[n+]1N. Product: CC(=O)[O-], Cc1n(N)cc[n+]1N. As a reaction SMILES: [CH3:10][C:11]([O-:12])=[O:13].[Cl-:1].[NH2:2][n+:3]1[c:4]([CH3:9])[n:5]([NH2:8])[cH:6][cH:7]1>>[CH3:10][C:11](=[O:12])[O-:13].[NH2:2][n+:3]1[c:4]([CH3:9])[n:5]([NH2:8])[cH:6][cH:7]1. Starting materials: CC1(Cl)CSC2C(NC(=O)COc3ccccc3)C(=O)N2C1C(=O)OCC(Cl)(Cl)Cl, C1CCOC1, c1ccncc1, c1ccccc1. Product: CC1(Cl)CSC2C(N)C(=O)N2C1C(=O)OCC(Cl)(Cl)Cl. As a reaction SMILES: [Cl:1][C:2]1([CH3:30])[CH2:3][S:4][CH:5]2[N:6]([CH:7]1[C:8](=[O:9])[O:10][CH2:11][C:12]([Cl:13])([Cl:14])[Cl:15])[C:16](=[O:29])[CH:17]2[NH:18][C:19](=[O:20])[CH2:21][O:22][c:23]1[cH:24][cH:25][cH:26][cH:27][cH:28]1.[O:43]1[CH2:44][CH2:45][CH2:46][CH2:47]1.[cH:31]1[cH:32][cH:33][n:34][cH:35][cH:36]1.[cH:37]1[cH:38][cH:39][cH:40][cH:41][cH:42]1>>[Cl:1][C:2]1([CH3:30])[CH2:3][S:4][CH:5]2[N:6]([CH:7]1[C:8](=[O:9])[O:10][CH2:11][C:12]([Cl:13])([Cl:14])[Cl:15])[C:16](=[O:29])[CH:17]2[NH2:18].